Dataset: the Open Reaction Database (ORD), a public repository of structured organic reaction records. Task: describe an organic reaction: reactants, conditions, products, and yield Starting materials: C(C1=CC=CC=C1)(C1=CC=CC=C1)O (benzhydrol), NC(=S)N (thiourea), OO (Hydrogen peroxide), ClCC(=O)N (chloroacetamide), C(C)(=O)O (Acetic acid), [NH2+]=C(O)N (uronium), [OH-].[K+] (potassium hydroxide), Br (HBr), resultant suspension. The solvent is O (water), O1CCCC1.O (tetrahydrofuran water), O1CCCC1.O (tetrahydrofuran water). Run at temperature 70 celsius, time 3 hour. The product is C=1C=CC(=CC1)C(C=2C=CC=CC2)[S+](CC(=O)N)[O-] (modafinil). The yield is 80.4%. As a reaction SMILES: [CH:1](O)([C:8]1[CH:13]=[CH:12][CH:11]=[CH:10][CH:9]=1)[C:2]1[CH:7]=[CH:6][CH:5]=[CH:4][CH:3]=1.N[C:16](N)=[S:17].Br.[NH2+:20]=[C:21](N)[OH:22].[OH-].[K+].ClCC(N)=[O:29].C(O)(=O)C.OO>O1CCCC1.O.O>[CH:5]1[CH:4]=[CH:3][C:2]([CH:1]([S+:17]([O-:29])[CH2:16][C:21]([NH2:20])=[O:22])[C:8]2[CH:13]=[CH:12][CH:11]=[CH:10][CH:9]=2)=[CH:7][CH:6]=1 |f:4.5,9.10|. Procedure: To a suspension of benzhydrol (35.00 g, 0.188 mol, 1 equivalent) and thiourea (17.40 g, 0.226 mol, 1.20 equivalents) in tetrahydrofuran/water (35.5 ml/52.5 ml), was added an aqueous 48% HBr solution (25.3 ml, 0.226 mol, 1.2 equivalents) over a 10 min period. During the addition, the reaction mixture is heated to 70° C. After 3 h stirring at 70° C., the uronium intermediate was hydrolyzed by addition of an aqueous 9.3N potassium hydroxide solution (58 ml, 0.542 mol, 2.88 equivalents) over a 55 mi... Starting materials: BrC1=CC=C(C=C1)C1(S(N=C(OC1(C)C)OC)(=O)=O)C (5-(4-bromophenyl)-2-methoxy-5,6,6-trimethyl-5,6-dihydro-1,4,3-oxathiazine 4,4-dioxide), [Si](C)(C)(C(C)(C)C)OCC[C@@H](C1=C(C=CC=C1)F)N ((S)-3-(tert-butyldimethylsilanyloxy)-1-(2-fluorophenyl)propylamine). Solvent: C(Cl)Cl (methylene chloride). Run at time 8 hour. Product: BrC1=CC=C(C=C1)C1(S(N=C(OC1(C)C)N[C@@H](CCO[Si](C)(C)C(C)(C)C)C1=C(C=CC=C1)F)(=O)=O)C ([5-(4-Bromophenyl)-5,6,6-trimethyl-4,4-dioxo-5,6-dihydro-4H-4lambda6-1,4,3-oxathiazin-2-yl]-[(S)-3-(tert-butyldimethylsilanyloxy)-1-(2-fluorophenyl)propyl]amine). Isolated yield 95.3%. Reaction SMILES: [Br:1][C:2]1[CH:7]=[CH:6][C:5]([C:8]2([CH3:20])[C:13]([CH3:15])([CH3:14])[O:12][C:11](OC)=[N:10][S:9]2(=[O:19])=[O:18])=[CH:4][CH:3]=1.[Si:21]([O:28][CH2:29][CH2:30][C@H:31]([NH2:39])[C:32]1[CH:37]=[CH:36][CH:35]=[CH:34][C:33]=1[F:38])([C:24]([CH3:27])([CH3:26])[CH3:25])([CH3:23])[CH3:22]>C(Cl)Cl>[Br:1][C:2]1[CH:7]=[CH:6][C:5]([C:8]2([CH3:20])[C:13]([CH3:15])([CH3:14])[O:12][C:11]([NH:39][C@H:31]([C:32]3[CH:37]=[CH:36][CH:35]=[CH:34][C:33]=3[F:38])[CH2:30][CH2:29][O:28][Si:21]([C:24]([CH3:27])([CH3:26])[CH3:25])([CH3:22])[CH3:23])=[N:10][S:9]2(=[O:18])=[O:19])=[CH:4][CH:3]=1. Procedure details: A solution of 70 mg of 5-(4-bromophenyl)-2-methoxy-5,6,6-trimethyl-5,6-dihydro-1,4,3-oxathiazine 4,4-dioxide and 66 mg of (S)-3-(tert-butyldimethylsilanyloxy)-1-(2-fluorophenyl)propylamine in 1 ml of methylene chloride was stirred under a gentle argon stream, such that the solvent evaporated gradually. After stirring at room temperature overnight, the residue was dissolved in 20 ml of dichloromethane and extracted with 10 ml of 0.5 N aqueous hydrochloric acid and 10 ml of water. The organic phas... Reactants: COC(=O)C=1C=C(C=CC1)B(O)O ([3-(methoxycarbonyl)phenyl]boronic acid), C([O-])([O-])=O.[Na+].[Na+] (sodium carbonate), ClC=1CC(N=NC1)=O (5-chloropyridazin-3(4H)-one). The reagents and catalysts are Cl[Pd](P(C(C)(C)C)(C(C)(C)C)C1=CC=C(C=C1)N(C)C)(P(C1=CC=C(C=C1)N(C)C)(C(C)(C)C)C(C)(C)C)Cl (Dichloro(bis{di-tert-butyl[4-(dimethylamino)phenyl]phosphoranyl})palladium). Run in O (water), O1CCOCC1 (1,4-dioxane), O (water), O1CCOCC1 (dioxane). Run at temperature 95 celsius, time 8 hour. Product: O=C1C=C(C=NN1)C=1C=C(C(=O)OC)C=CC1 (methyl 3-(6-oxo-1,6-dihydropyridazin-4-yl)benzoate). As a reaction SMILES: Cl[C:2]1[CH2:3][C:4](=[O:8])[N:5]=[N:6][CH:7]=1.[CH3:9][O:10][C:11]([C:13]1[CH:14]=[C:15](B(O)O)[CH:16]=[CH:17][CH:18]=1)=[O:12].C(=O)([O-])[O-].[Na+].[Na+]>O1CCOCC1.O.Cl[Pd](Cl)(P(C(C)(C)C)(C(C)(C)C)C1C=CC(N(C)C)=CC=1)P(C1C=CC(N(C)C)=CC=1)(C(C)(C)C)C(C)(C)C>[O:8]=[C:4]1[NH:5][N:6]=[CH:7][C:2]([C:17]2[CH:18]=[C:13]([CH:14]=[CH:15][CH:16]=2)[C:11]([O:10][CH3:9])=[O:12])=[CH:3]1 |f:2.3.4|. Reported procedure: Dichloro(bis{di-tert-butyl[4-(dimethylamino)phenyl]phosphoranyl})palladium (85 mg, 0.12 mmol) was added to a mixture of 5-chloropyridazin-3(4H)-one (0.52 g, 4.0 mmol, Maybridge, Cat. No. MO08305), [3-(methoxycarbonyl)phenyl]boronic acid (0.864 g, 4.80 mmol, Aldrich, Cat. No. 591130) and sodium carbonate (0.85 g, 8.0 mmol) in 1,4-dioxane (9 mL) and water (1 mL). The reaction mixture was vacuumed and refilled with nitrogen 3 times. The reaction was stirred at 95° C. overnight. To this reaction mix...